From a dataset of the Open Reaction Database (ORD), a public repository of structured organic reaction records. describe an organic reaction: reactants, conditions, products, and yield The reactants are Clc1nc(Cl)c2[nH]cnc2n1, OCC1CCOC1, CC(C)OC(=O)N=NC(=O)OC(C)C, C1CCOC1, c1ccc(P(c2ccccc2)c2ccccc2)cc1. Product: Clc1nc(Cl)c2ncn(CC3CCOC3)c2n1. RXN SMILES: [Cl:1][c:2]1[n:3][c:4]([Cl:11])[c:5]2[nH:6][cH:7][n:8][c:9]2[n:10]1.[O:12]1[CH2:13][CH:14]([CH2:17][OH:18])[CH2:15][CH2:16]1.[O:38]=[C:39]([O:40][CH:41]([CH3:42])[CH3:43])[N:44]=[N:45][C:46]([O:47][CH:48]([CH3:49])[CH3:50])=[O:51].[O:52]1[CH2:53][CH2:54][CH2:55][CH2:56]1.[c:19]1([P:20]([c:21]2[cH:22][cH:23][cH:24][cH:25][cH:26]2)[c:27]2[cH:28][cH:29][cH:30][cH:31][cH:32]2)[cH:33][cH:34][cH:35][cH:36][cH:37]1>>[Cl:1][c:2]1[n:3][c:4]([Cl:11])[c:5]2[n:6][cH:7][n:8]([CH2:17][CH:14]3[CH2:13][O:12][CH2:16][CH2:15]3)[c:9]2[n:10]1. Starting materials: COC(C(C)(NC(=O)C1=C(C2=CC=CC=C2C=C1)NCCCC1=CC=CC=C1)C)=O (2-methyl-2-{[1-(3-phenyl-propylamino)-naphthalene-2-carbonyl]-amino}-propionic acid methyl ester), O (water), Cl (hydrochloride). Run in C1CCOC1 (THF), [OH-].[Na+] (sodium hydroxide), CO (methanol). The product is CC(C(=O)O)(C)NC(=O)C1=C(C2=CC=CC=C2C=C1)NCCCC1=CC=CC=C1 (2-methyl-2-{[1-(3-phenyl-propylamino)-naphthalene-2-carbonyl]-amino}-propionic acid). Yield: 51.8%. RXN SMILES: C[O:2][C:3](=[O:30])[C:4]([CH3:29])([NH:6][C:7]([C:9]1[CH:18]=[CH:17][C:16]2[C:11](=[CH:12][CH:13]=[CH:14][CH:15]=2)[C:10]=1[NH:19][CH2:20][CH2:21][CH2:22][C:23]1[CH:28]=[CH:27][CH:26]=[CH:25][CH:24]=1)=[O:8])[CH3:5].O.Cl>C1COCC1.[OH-].[Na+].CO>[CH3:29][C:4]([NH:6][C:7]([C:9]1[CH:18]=[CH:17][C:16]2[C:11](=[CH:12][CH:13]=[CH:14][CH:15]=2)[C:10]=1[NH:19][CH2:20][CH2:21][CH2:22][C:23]1[CH:28]=[CH:27][CH:26]=[CH:25][CH:24]=1)=[O:8])([CH3:5])[C:3]([OH:30])=[O:2] |f:4.5|. Procedure details: 6 mg 2-methyl-2-{[1-(3-phenyl-propylamino)-naphthalene-2-carbonyl]-amino}-propionic acid methyl ester in 0.2 ml THF, 40 μl of 2 M sodium hydroxide and 0.2 ml methanol were reacted at room temperature for 3 h. To the mixture 0.5 ml of water were added and the pH was adjusted to 3-4 with 2 M hydrochloride acid. The volatiles were then removed by freeze drying, the resultic residue was suspended in methanol and filtrated. Concentration of the filtrate yielded 3 mg of 2-methyl-2-{[1-(3-phenyl-propyl...